Dataset: the Open Reaction Database (ORD), a public repository of structured organic reaction records. Task: describe an organic reaction: reactants, conditions, products, and yield The reactants are Cl.CN(CCCN=C=NCC)C (1-(3-dimethylaminopropyl)-3-ethylcarbodiimide hydrochloride), O.ON1N=NC2=C1C=CC=C2 (1-Hydroxybenzotriazole hydrate), C(C)N(C(C)C)C(C)C (N-ethyl-diisopropylamine), FC(C1=C(C=CC=C1)S(=O)(=O)N1C(CCCC1)CCCC(=O)O)(F)F (4-(1-(2-(trifluoromethyl)phenylsulfonyl)piperidin-2-yl)butanoic acid), Cl.Cl.N1(CCCC1)CCOC1(CCNCC1)C=1C=NC=CC1 (3-(4-(2-(Pyrrolidin-1-yl)ethoxy)piperidin-4-yl)pyridine dihydrochloride). Solvent: C(Cl)Cl (methylene chloride). Reaction conditions: temperature 0 celsius, time 15 minute. Product: N1=CC(=CC=C1)C1(CCN(CC1)C(CCCC1N(CCCC1)S(=O)(=O)C1=C(C=CC=C1)C(F)(F)F)=O)OCCN1CCCC1 (1-(4-(Pyridin-3-yl)-4-(2-(pyrrolidin-1-yl)ethoxy)piperidin-1-yl)-4-(1-(2-(trifluoromethyl)phenylsulfonyl)piperidin-2-yl)butan-1-one). Reaction SMILES: O.ON1C2C=CC=CC=2N=N1.C(N(C(C)C)C(C)C)C.[F:21][C:22]([F:45])([F:44])[C:23]1[CH:28]=[CH:27][CH:26]=[CH:25][C:24]=1[S:29]([N:32]1[CH2:37][CH2:36][CH2:35][CH2:34][CH:33]1[CH2:38][CH2:39][CH2:40][C:41](O)=[O:42])(=[O:31])=[O:30].Cl.CN(C)CCCN=C=NCC.Cl.Cl.[N:60]1([CH2:65][CH2:66][O:67][C:68]2([C:74]3[CH:75]=[N:76][CH:77]=[CH:78][CH:79]=3)[CH2:73][CH2:72][NH:71][CH2:70][CH2:69]2)[CH2:64][CH2:63][CH2:62][CH2:61]1>C(Cl)Cl>[N:76]1[CH:77]=[CH:78][CH:79]=[C:74]([C:68]2([O:67][CH2:66][CH2:65][N:60]3[CH2:64][CH2:63][CH2:62][CH2:61]3)[CH2:73][CH2:72][N:71]([C:41](=[O:42])[CH2:40][CH2:39][CH2:38][CH:33]3[CH2:34][CH2:35][CH2:36][CH2:37][N:32]3[S:29]([C:24]3[CH:25]=[CH:26][CH:27]=[CH:28][C:23]=3[C:22]([F:21])([F:45])[F:44])(=[O:30])=[O:31])[CH2:70][CH2:69]2)[CH:75]=1 |f:0.1,4.5,6.7.8|. Procedure: 1-Hydroxybenzotriazole hydrate (HOBT) (0.021 g, 0.158 mmol, 0.3 eq.) and N-ethyl-diisopropylamine (0.269 ml, 1.59 mmol, 3 eq.) were added to a solution of 4-(1-(2-(trifluoromethyl)phenylsulfonyl)piperidin-2-yl)butanoic acid (0.251 g, 0.66 mmol, 1.25 eq.) in methylene chloride (7 ml). The mixture was cooled to 0° C., 1-(3-dimethylaminopropyl)-3-ethylcarbodiimide hydrochloride (EDCl) (0.152 g, 0.792 mmol, 1.5 eq.) was added and the mixture was stirred for approx. 15 min. 3-(4-(2-(Pyrrolidin-1-yl)e... Starting materials: CC1(C(=C[NH+]2C=3C(=CC=C(C13)S(=O)(=O)[O-])CC2)\C=C\C=C\N(C(C)=O)C2=CC=CC=C2)C (6,6-dimethyl-5-((1E,3E)-4-(N-phenylacetamido)buta-1,3-dienyl)-1,2,3,6-tetrahydropyrrolo[3,2,1-ij]quinolinium-7-sulfonate), C(=O)(O)CCCCCC1(C(=C[NH+]2C=3C(=CC=C(C13)S(=O)(=O)[O-])CC2)C)C (6-(5-carboxypentyl)-5,6-dimethyl-1,2,3,6-tetrahydropyrrolo[3,2,1-ij]quinolinium-7-sulfonate), N1=CC=CC=C1 (pyridine). Solvent: C(C)(=O)OC(C)=O (acetic anhydride). Run at temperature 110 celsius. Product: C(=O)(O)CCCCCC1(C(=C[NH+]2C3=C(C=CC(=C13)S(=O)(=O)O)CC2)/C=C/C=C/C=C/2\C(C=1C(=CC=C3CCCN2C13)S(=O)(=O)[O-])(C)C)C ((E)-2-((2E,4E)-5-(6-(5-Carboxypentyl)-6-methyl-7-sulfo-1,2,3,6-tetrahydropyrrolo[3,2,1-ij]quinolinium-5-yl)penta-2,4-dienylidene)-1,1-dimethyl-2,4,5,6-tetrahydro-1H-pyrrolo[3,2,1-ij]quinoline-9-sulfonate). RXN SMILES: [CH3:1][C:2]1([CH3:32])[C:11]2[C:10]([S:12]([O-:15])(=[O:14])=[O:13])=[CH:9][CH:8]=[C:7]3[CH2:16][CH2:17][NH+:5]([C:6]=23)[CH:4]=[C:3]1/[CH:18]=[CH:19]/[CH:20]=[CH:21]/N(C1C=CC=CC=1)C(=O)C.[C:33]([CH2:36][CH2:37][CH2:38][CH2:39][CH2:40][C:41]1([CH3:58])[C:50]2[C:49]([S:51]([O-:54])(=[O:53])=[O:52])=[CH:48][CH:47]=[C:46]3[CH2:55][CH2:56][NH+:44]([C:45]=23)[CH:43]=[C:42]1[CH3:57])([OH:35])=[O:34].N1C=CC=CC=1>C(OC(=O)C)(=O)C>[C:33]([CH2:36][CH2:37][CH2:38][CH2:39][CH2:40][C:41]1([CH3:58])[C:50]2[C:45]3=[C:46]([CH2:55][CH2:56][NH+:44]3[CH:43]=[C:42]1/[CH:57]=[CH:21]/[CH:20]=[CH:19]/[CH:18]=[C:3]1\[C:2]([CH3:1])([CH3:32])[C:11]3[C:10]([S:12]([O-:15])(=[O:13])=[O:14])=[CH:9][CH:8]=[C:7]4[C:6]=3[N:5]\1[CH2:4][CH2:17][CH2:16]4)[CH:47]=[CH:48][C:49]=2[S:51]([OH:54])(=[O:53])=[O:52])([OH:35])=[O:34]. Procedure: To a stirring mixture of 6,6-dimethyl-5-((1E,3E)-4-(N-phenylacetamido)buta-1,3-dienyl)-1,2,3,6-tetrahydropyrrolo[3,2,1-ij]quinolinium-7-sulfonate and 6-(5-carboxypentyl)-5,6-dimethyl-1,2,3,6-tetrahydropyrrolo[3,2,1-ij]quinolinium-7-sulfonate in 5 mL acetic anhydride was added 5 mL pyridine. The reaction was heated to 110° C. for 2 hours. After cooling to room temperature the product was precipitated with ethyl acetate, washed with Et2O, and isolated by vacuum filtration. The final product was pu... Reactants: 4-amino-6,7-dimethoxy-2-[4-(furo-2-yl)-piperazin-1-yl]-quinazoline, COC=1C=C(N)C=CC1OC (3,4-dimethoxyaniline), C[S-](C([S-])=NC#N)C (S,S-dimethyl-N-cyanodithioimidocarbonate). Product: C(#N)NC(SC)=NC1=CC(=C(C=C1)OC)OC (N-cyano-N'-(3,4-dimethoxyphenyl)-S-methylisothiourea). Reaction SMILES: [CH3:1][O:2][C:3]1[CH:4]=[C:5]([CH:7]=[CH:8][C:9]=1[O:10][CH3:11])[NH2:6].[CH3:12][S-:13](C)[C:14](=[N:16][C:17]#[N:18])[S-]>>[C:17]([NH:16][C:14](=[N:6][C:5]1[CH:7]=[CH:8][C:9]([O:10][CH3:11])=[C:3]([O:2][CH3:1])[CH:4]=1)[S:13][CH3:12])#[N:18]. Procedure details: South African OPI specification No. 79/1059 describes a process for the production of 4-amino-6,7-dimethoxy-2-[4-(furo-2-yl)-piperazin-1-yl]-quinazoline (prazosin), in which 3,4-dimethoxyaniline is reacted with S,S-dimethyl-N-cyanodithioimidocarbonate to form N-cyano-N'-(3,4-dimethoxyphenyl)-S-methylisothiourea which is then condensed with 1-(furo-2-yl)-piperazine to form 4-(furo-2-yl)-piperazine-1-[N-cyano-N'-(3,4-dimethoxyphenyl)]-carboximide amide which, in turn, is closed at 180° C. to form ... The reactants are C=1(C(=CC=CC1)C=O)C1=CC=CC=C1 (biphenyl aldehyde), CC(C)O (2-propanol), Ru Al2O3, [H][H] (hydrogen). Reaction conditions: temperature 150 celsius, time 8 hour. Yields the product C1(CCCCC1)(C1CCCCC1)CO (bicyclohexyl methanol). Isolated yield 80.0%. RXN SMILES: [C:1]1([C:9]2[CH:14]=[CH:13][CH:12]=[CH:11][CH:10]=2)[C:2](C=O)=[CH:3][CH:4]=[CH:5][CH:6]=1.[H][H].C[CH:18]([OH:20])C>>[C:9]1([CH2:18][OH:20])([CH:1]2[CH2:6][CH2:5][CH2:4][CH2:3][CH2:2]2)[CH2:10][CH2:11][CH2:12][CH2:13][CH2:14]1. Procedure details: To a 5000 ml autoclave, 910 g of 2-propanol (IPA, Wako Pure Chemical Industries, special grade), 364 g of biphenyl aldehyde made by Mitsubishi Gas Chemical (2.0 mol), 7.3 g of 5% Ru/Al2O3 (made by N. E. CHEMCAT) and 10 MPa of hydrogen were charged, and stirred at 150° C. for 8 h. After cooling, a catalyst was filtered under an inert gas atmosphere. After a solvent was removed, distillation was conducted under reduced pressure to obtain bicyclohexyl methanol (BCHM) (80% yield, 99% purity). Reactants: Cl (HCl), C(C)(C)(C)OC(=O)N1[C@@H](C[C@@H](C1)C)C=1NC(=CN1)C1=CC=C(C=C1)C=1C=C2C=CC(=NC2=CC1)C1=CN=C(N1)[C@H]1N(C[C@H](C1)C)C(=O)OC(C)(C)C ((2S,4S)-tert-butyl 2-(5-(6-(4-(2-((2S,4S)-1-(tert-butoxycarbonyl)-4-methylpyrrolidin-2-yl)-1H-imidazol-5-yl)phenyl)quinolin-2-yl)-1H-imidazol-2-yl)-4-methylpyrrolidine-1-carboxylate). The solvent is O1CCOCC1 (dioxane), O1CCOCC1 (dioxane). Reaction conditions: time 3 day. Yields the product Cl (HCl), C[C@H]1C[C@H](NC1)C=1NC(=CN1)C1=NC2=CC=C(C=C2C=C1)C1=CC=C(C=C1)C1=CN=C(N1)[C@H]1NC[C@H](C1)C (2-(2-((2S,4S)-4-methylpyrrolidin-2-yl)-1H-imidazol-5-yl)-6-(4-(2-((2S,4S)-4-methylpyrrolidin-2-yl)-1H-imidazol-5-yl)phenyl)quinoline). The yield is 158.0%. Reaction SMILES: [ClH:1].C(OC([N:9]1[CH2:13][C@@H:12]([CH3:14])[CH2:11][C@H:10]1[C:15]1[NH:16][C:17]([C:20]2[CH:25]=[CH:24][C:23]([C:26]3[CH:27]=[C:28]4[C:33](=[CH:34][CH:35]=3)[N:32]=[C:31]([C:36]3[NH:40][C:39]([C@@H:41]5[CH2:45][C@H:44]([CH3:46])[CH2:43][N:42]5C(OC(C)(C)C)=O)=[N:38][CH:37]=3)[CH:30]=[CH:29]4)=[CH:22][CH:21]=2)=[CH:18][N:19]=1)=O)(C)(C)C>O1CCOCC1>[ClH:1].[CH3:46][C@@H:44]1[CH2:43][NH:42][C@H:41]([C:39]2[NH:40][C:36]([C:31]3[CH:30]=[CH:29][C:28]4[C:33](=[CH:34][CH:35]=[C:26]([C:23]5[CH:22]=[CH:21][C:20]([C:17]6[NH:16][C:15]([C@@H:10]7[CH2:11][C@H:12]([CH3:14])[CH2:13][NH:9]7)=[N:19][CH:18]=6)=[CH:25][CH:24]=5)[CH:27]=4)[N:32]=3)=[CH:37][N:38]=2)[CH2:45]1. Reported procedure: 4M HCl (0.2 mL, 0.800 mmol) in dioxane was added to a solution of (2S,4S)-tert-butyl 2-(5-(6-(4-(2-((2S,4S)-1-(tert-butoxycarbonyl)-4-methylpyrrolidin-2-yl)-1H-imidazol-5-yl)phenyl)quinolin-2-yl)-1H-imidazol-2-yl)-4-methylpyrrolidine-1-carboxylate (16.6 mg, 0.024 mmol) in dioxane (1 mL) and the reaction mixture was stirred at rt for 3 d. The reaction mixture was concentrated to yield a crude HCl salt of 2-(2-((2S,4S)-4-methylpyrrolidin-2-yl)-1H-imidazol-5-yl)-6-(4-(2-((2S,4S)-4-methylpyrrolidin-...